This data is from the Open Reaction Database (ORD), a public repository of structured organic reaction records. The task is: describe an organic reaction: reactants, conditions, products, and yield Starting materials: 2,3-methylenediexyphenol, CN1CCOCC1 (N-methyl morpholine), C(C#C)(=O)OCC1=CC=CC=C1 (benzyl propiolate), C1CCOC1 (THF). Conditions: time 1.5 hour. Product: C1OC2=CC=C3C(CCOC3=C2O1)=O (7,8-Methylenedioxy-4-chromanone). Reaction SMILES: CN1[CH2:7][CH2:6][O:5][CH2:4][CH2:3]1.[C:8]([O:12][CH2:13][C:14]1C=C[CH:17]=[CH:16][CH:15]=1)(=[O:11])C#C.C1C[O:23]CC1>>[CH2:8]1[O:11][C:7]2[C:13](=[CH:14][CH:15]=[C:16]3[C:6]=2[O:5][CH2:4][CH2:3][C:17]3=[O:23])[O:12]1. Reported procedure: To a solution of 2,3-methylenediexyphenol (27 g) and N-methyl morpholine (19.6 g) in THF (100 ml) was added benzyl propiolate (38 g) over a period of 30 minutes with cooling. After the addition was complete the reaction was stirred at room temperature for 1.5 hours followed by concentration. The residue was taken up into Et2O (500 ml), washed with 10% HCl (2×100 ml), dried over MgSO4, filtered and concentrated. This material was subjected to hydrogenation with 10% Pd/C in methanol at 4 atm. The ...